This data is from the Open Reaction Database (ORD), a public repository of structured organic reaction records. The task is: describe an organic reaction: reactants, conditions, products, and yield Reactants: C[Si](C)(C)Cl, [I-], [Li+], O, COP(=O)(O)C1N2C(=O)C(NC(=O)Cc3ccccc3)C2SC1(C)C, c1ccncc1. Product: CC1(C)SC2C(NC(=O)Cc3ccccc3)C(=O)N2C1P(=O)(O)O. As a reaction SMILES: [CH3:32][Si:33]([CH3:34])([CH3:35])[Cl:36].[I-:37].[Li+:38].[OH2:39].[c:1]1([CH2:7][C:8](=[O:9])[NH:10][CH:11]2[CH:12]3[N:13]([CH:14]([P:19](=[O:20])([O:21][CH3:22])[OH:23])[C:15]([CH3:17])([CH3:18])[S:16]3)[C:24]2=[O:25])[cH:2][cH:3][cH:4][cH:5][cH:6]1.[cH:26]1[cH:27][cH:28][n:29][cH:30][cH:31]1>>[c:1]1([CH2:7][C:8](=[O:9])[NH:10][CH:11]2[CH:12]3[N:13]([CH:14]([P:19](=[O:20])([OH:21])[OH:23])[C:15]([CH3:17])([CH3:18])[S:16]3)[C:24]2=[O:25])[cH:2][cH:3][cH:4][cH:5][cH:6]1.